Task: describe an organic reaction: reactants, conditions, products, and yield. Dataset: the Open Reaction Database (ORD), a public repository of structured organic reaction records Starting materials: ClC=1C=C(C=C(C1)F)C1=CC(=NN1C=1C=NC(=CC1)Cl)C(=O)O (5-(3-Chloro-5-fluorophenyl)-1-(6-chloropyridin-3-yl)-1H-pyrazole-3-carboxylic acid), ClC=1C=C(C=C(C1)F)C1=CC(=NN1C=1C=NC=CC1)C(=O)N1CC(NCC1)=O (4-{[5-(3-Chloro-5-fluorophenyl)-1-(pyridin-3-yl)-1H-pyrazol-3-yl]carbonyl}piperazin-2-one), O=C1NCCNC1 (2-oxopiperazine). The product is ClC=1C=C(C=C(C1)F)C1=CC(=NN1C=1C=NC(=CC1)Cl)C(=O)N1CC(NCC1)=O (4-{[5-(3-Chloro-5-fluorophenyl)-1-(6-chloropyridin-3-yl)-1H-pyrazol-3-yl]carbonyl}piperazin-2-one). Reaction SMILES: [Cl:1][C:2]1[CH:3]=[C:4]([C:9]2[N:13]([C:14]3[CH:15]=[N:16][C:17]([Cl:20])=[CH:18][CH:19]=3)[N:12]=[C:11]([C:21](O)=[O:22])[CH:10]=2)[CH:5]=[C:6]([F:8])[CH:7]=1.ClC1C=C(C2N(C3C=NC=CC=3)N=C(C([N:45]3[CH2:50][CH2:49][NH:48][C:47](=[O:51])[CH2:46]3)=O)C=2)C=C(F)C=1.O=C1CNCCN1>>[Cl:1][C:2]1[CH:3]=[C:4]([C:9]2[N:13]([C:14]3[CH:15]=[N:16][C:17]([Cl:20])=[CH:18][CH:19]=3)[N:12]=[C:11]([C:21]([N:45]3[CH2:50][CH2:49][NH:48][C:47](=[O:51])[CH2:46]3)=[O:22])[CH:10]=2)[CH:5]=[C:6]([F:8])[CH:7]=1. Reported procedure: 75 mg (0.18 mmol) of the compound of Example 23A is reacted analogously to the synthesis of the compound of Example 4 with 19 mg (0.19 mmol) of 2-oxopiperazine. 68 mg (87% of theory) of the title compound is obtained. Starting materials: ClC1=CC=C(C=C1)C[C@H](C(=O)N1CCC(CC1)C1=C(C=CC=C1)NS(=O)(=O)C)NC(=O)[C@H]1N(CCC1)C(=O)OC(C)(C)C (tert-butyl 2-{N-[(1R)-1-[(4-chlorophenyl)methyl]-2-(4-(2-[(methylsulfonyl)-amino]-phenyl)-piperidyl)-2-oxoethyl]carbamoyl}(2S)pyrrolidinecarboxylate), C(=O)(C(F)(F)F)O (TFA). Solvent: C(Cl)Cl (CH2Cl2). Conditions: time 30 minute. Yields the product ClC1=CC=C(C=C1)C[C@H](C(=O)N1CCC(CC1)C1=C(C=CC=C1)NS(=O)(=O)C)NC(=O)[C@H]1NCCC1 (N-[(1R)-1-[(4-Chlorophenyl)methyl]-2-(4-{2-[(methylsulfonyl)amino]phenyl}-piperidyl)-2-oxoethyl]((2S)pyrrolidin-2-yl)carboxamide). As a reaction SMILES: [Cl:1][C:2]1[CH:7]=[CH:6][C:5]([CH2:8][C@@H:9]([NH:29][C:30]([C@@H:32]2[CH2:36][CH2:35][CH2:34][N:33]2C(OC(C)(C)C)=O)=[O:31])[C:10]([N:12]2[CH2:17][CH2:16][CH:15]([C:18]3[CH:23]=[CH:22][CH:21]=[CH:20][C:19]=3[NH:24][S:25]([CH3:28])(=[O:27])=[O:26])[CH2:14][CH2:13]2)=[O:11])=[CH:4][CH:3]=1.C(O)(C(F)(F)F)=O>C(Cl)Cl>[Cl:1][C:2]1[CH:7]=[CH:6][C:5]([CH2:8][C@@H:9]([NH:29][C:30]([C@@H:32]2[CH2:36][CH2:35][CH2:34][NH:33]2)=[O:31])[C:10]([N:12]2[CH2:17][CH2:16][CH:15]([C:18]3[CH:23]=[CH:22][CH:21]=[CH:20][C:19]=3[NH:24][S:25]([CH3:28])(=[O:27])=[O:26])[CH2:14][CH2:13]2)=[O:11])=[CH:4][CH:3]=1. Procedure details: The title compound was prepared according to the procedure described in Example 3, Step (b) from tert-butyl 2-{N-[(1R)-1-[(4-chlorophenyl)methyl]-2-(4-(2-[(methylsulfonyl)-amino]-phenyl)-piperidyl)-2-oxoethyl]carbamoyl}(2S)pyrrolidinecarboxylate (Step a) (315 mg, 0.5 mmol) and 50% TFA in CH2Cl2 (20 mL). Purification by preparative reverse phase HPLC [Phenomenex; 5 μm 250×21.2 mm, 5% to 95% CH3CN (0.1% TFA) in H2O (0.1% TFA) over 30 min, then 100% CH3CN (0.1% TFA) for 2 min] provided the title co... Starting materials: [OH-].[Na+] (NaOH), solution, C(C1=CC=CC=C1)(C1=CC=CC=C1)(C1=CC=CC=C1)N1C=NC(=C1)C1=NNC(=C1)C(=O)OCC (Ethyl 3-(1-trityl-1H-imidazol-4-yl)-1H-pyrazole-5-carboxylate). The solvent is C(C)O (ethanol). Run at temperature 0 celsius. Yields the product C(C1=CC=CC=C1)(C1=CC=CC=C1)(C1=CC=CC=C1)N1C=NC(=C1)C1=NNC(=C1)C(=O)O (3-(1-Trityl-1H-imidazol-4-yl)-1H-pyrazole-5-carboxylic acid). Yield: 89.0%. RXN SMILES: [C:1]([N:20]1[CH:24]=[C:23]([C:25]2[CH:29]=[C:28]([C:30]([O:32]CC)=[O:31])[NH:27][N:26]=2)[N:22]=[CH:21]1)([C:14]1[CH:19]=[CH:18][CH:17]=[CH:16][CH:15]=1)([C:8]1[CH:13]=[CH:12][CH:11]=[CH:10][CH:9]=1)[C:2]1[CH:7]=[CH:6][CH:5]=[CH:4][CH:3]=1.[OH-].[Na+]>C(O)C>[C:1]([N:20]1[CH:24]=[C:23]([C:25]2[CH:29]=[C:28]([C:30]([OH:32])=[O:31])[NH:27][N:26]=2)[N:22]=[CH:21]1)([C:14]1[CH:19]=[CH:18][CH:17]=[CH:16][CH:15]=1)([C:8]1[CH:9]=[CH:10][CH:11]=[CH:12][CH:13]=1)[C:2]1[CH:7]=[CH:6][CH:5]=[CH:4][CH:3]=1 |f:1.2|. Reported procedure: Ethyl 3-(1-trityl-1H-imidazol-4-yl)-1H-pyrazole-5-carboxylate (4.01 mmol, 1.8 g) was dissolved in ethanol (20 ml) and cooled to 0° C. NaOH 2 M solution (8.03 mmol, 4.01 ml) was added and the mixture was stirred at RT for an hour. The mixture was heated to 60° C. and stirred for 10 h. Ethanol was evaporated and the residue was diluted with water. The pH was adjusted to 4 with 1 M HCl solution which precipitated the product. The precipitate was removed by filtration and washed with water. The soli... Reaction conditions: temperature 68.5 celsius, time 14 hour. Yields the product CC(C)(C)CCN[C@@H](CC(=O)O)C(=O)N[C@@H](CC1=CC=CC=C1)C(=O)OC (neotame). Reaction SMILES: C(C1OC(CC(C)(C)C)OC(CC(C)(C)C)O1)C(C)(C)C.Cl.[CH3:23][C:24]([CH3:29])([CH3:28])[CH2:25][CH:26]=O.C(=O)(O)[O-].[Na+].[CH3:35][O:36][C:37]([C@@H:39]([NH:47][C:48]([C@@H:50]([NH2:55])[CH2:51][C:52]([OH:54])=[O:53])=[O:49])[CH2:40][C:41]1[CH:42]=[CH:43][CH:44]=[CH:45][CH:46]=1)=[O:38]>C1(C)C=CC=CC=1.CO.[Pd].C1C=CC=CC=1>[CH3:23][C:24]([CH2:25][CH2:26][NH:55][C@H:50]([C:48]([NH:47][C@H:39]([C:37]([O:36][CH3:35])=[O:38])[CH2:40][C:41]1[CH:42]=[CH:43][CH:44]=[CH:45][CH:46]=1)=[O:49])[CH2:51][C:52]([OH:54])=[O:53])([CH3:29])[CH3:28] |f:3.4|. The yield is 57.0%. Solvent: C1=CC=CC=C1 (benzene), C1(=CC=CC=C1)C (toluene), CO (methanol). The reagents and catalysts are [Pd] (Pd/C). The reactants are C([O-])(O)=O.[Na+] (sodium bicarbonate), C(C(C)(C)C)C1OC(OC(O1)CC(C)(C)C)CC(C)(C)C (2,4,6-Trineopentyl-1,3,5-trioxane), Cl (hydrochloric acid), CC(CC=O)(C)C (3,3-dimethylbutyraldehyde), COC(=O)[C@H](CC=1C=CC=CC1)NC(=O)[C@H](CC(=O)O)N (aspartame). Procedure: 2,4,6-Trineopentyl-1,3,5-trioxane (3.3 g, about 10.7 mmol) was dissolved in toluene (3 mL) and 0.5 mL of 20% aqueous hydrochloric acid was added. The mixture was refluxed under nitrogen atmosphere for 1 hour (68-69° C.). The NMR analysis showed the only signals corresponding to 3,3-dimethylbutyraldehyde and benzene. The mixture was neutralized with sodium bicarbonate to pH=7 and the organic layer was transferred to the stirred suspension of aspartame (9.4 g, 31.9 mmol) and Pd/C (0.4 g) in methan... The reactants are ClC1=NC2=C(C=CC(=C2C=C1C1=CC=CC=C1)OC)OC (2-chloro-3-phenyl-5,8-dimethoxyquinoline), C(C)(=O)O (acetic acid). Yield: 100.0%. Reaction SMILES: Cl[C:2]1[C:11]([C:12]2[CH:17]=[CH:16][CH:15]=[CH:14][CH:13]=2)=[CH:10][C:9]2[C:4](=[C:5]([O:20][CH3:21])[CH:6]=[CH:7][C:8]=2[O:18][CH3:19])[N:3]=1.C(O)(=[O:24])C>>[C:12]1([C:11]2[C:2](=[O:24])[NH:3][C:4]3[C:9]([CH:10]=2)=[C:8]([O:18][CH3:19])[CH:7]=[CH:6][C:5]=3[O:20][CH3:21])[CH:17]=[CH:16][CH:15]=[CH:14][CH:13]=1. Product: C1(=CC=CC=C1)C=1C(NC2=C(C=CC(=C2C1)OC)OC)=O (3-phenyl-5,8-dimethoxy-2-(1H)-quinolinone). Procedure: A solution of 2-chloro-3-phenyl-5,8-dimethoxyquinoline (200 mg, 0.67 mmol) was refluxed for 3 hours in acetic acid (1.5 ml) and water (0.05 ml.) After the solvent was evaporated, the residue was dissolved in water, basified with aqueous ammonium hydroxide 25% and extracted with chloroform (3×25 ml). The combined chloroform layers were dried over sodium sulfate and evaporated, yielding an essentially pure residue of 187 mg (100%) of 3-phenyl-5,8-dimethoxy-2-(1H)-quinolinone. m.p. 207 (CDCl3).